Dataset: the Open Reaction Database (ORD), a public repository of structured organic reaction records. Task: describe an organic reaction: reactants, conditions, products, and yield Yields the product COC(OC)C(=O)CCC=C(C)CCC=C(C)CCC=C(C)C. RXN SMILES: [CH2:1]([CH:2]=[C:3]([CH3:4])[CH2:5][CH2:6][CH:7]=[C:8]([CH3:9])[CH2:10][CH2:11][CH:12]=[C:13]([CH3:14])[CH3:15])[Br:16].[CH3:33][O:34][CH:35]([C:36]([CH2:37][C:38]([O:39][CH3:40])=[O:41])=[O:42])[O:43][CH3:44].[OH:17][C:18]([CH2:19][CH2:20][CH:21]=[C:22]([CH2:23][CH2:24][CH:25]=[C:26]([CH3:27])[CH3:28])[CH3:29])([CH:30]=[CH2:31])[CH3:32]>>[CH2:1]([CH:2]=[C:3]([CH3:4])[CH2:5][CH2:6][CH:7]=[C:8]([CH3:9])[CH2:10][CH2:11][CH:12]=[C:13]([CH3:14])[CH3:15])[CH2:37][C:36]([CH:35]([O:34][CH3:33])[O:43][CH3:44])=[O:42]. Starting materials: CC(C)=CCCC(C)=CCCC(C)=CCBr, COC(=O)CC(=O)C(OC)OC, C=CC(C)(O)CCC=C(C)CCC=C(C)C.